From a dataset of the Open Reaction Database (ORD), a public repository of structured organic reaction records. describe an organic reaction: reactants, conditions, products, and yield Reactants: ClC1=NC2=CC=C(C=C2C=N1)OC (2-chloro-6-methoxyquinazoline), C(=O)(O)C1=CC(=C(C=C1)B(O)O)F (4-carboxy-2-fluorophenylboronic acid), crude product. Yields the product FC=1C=C(C(=O)O)C=CC1C1=NC2=CC=C(C=C2C=N1)O (3-fluoro-4-(6-hydroxyquinazolin-2-yl)benzoic acid). Yield: 38.0%. RXN SMILES: Cl[C:2]1[N:11]=[CH:10][C:9]2[C:4](=[CH:5][CH:6]=[C:7]([O:12]C)[CH:8]=2)[N:3]=1.[C:14]([C:17]1[CH:22]=[CH:21][C:20](B(O)O)=[C:19]([F:26])[CH:18]=1)([OH:16])=[O:15]>>[F:26][C:19]1[CH:18]=[C:17]([CH:22]=[CH:21][C:20]=1[C:2]1[N:11]=[CH:10][C:9]2[C:4](=[CH:5][CH:6]=[C:7]([OH:12])[CH:8]=2)[N:3]=1)[C:14]([OH:16])=[O:15]. Procedure: Prepared according to Scheme 6, B conditions starting from Intermediate 8 and 4-carboxy-2-fluorophenylboronic acid, where the crude product of step 2 was purified by prep-HPLC (0.1% TFA as additive) after which most of the CH3CN was removed under reduced pressure and the remaining solvent was removed by lyophilization to give the product (40 mg, yield 38%). 1H NMR (MeOD 400 MHz): δ 9.42 (s, 1H), 8.13 (t, J=7.6 Hz, 1H), 8.02-7.95 (m, 2H), 7.86 (d, J=11.2 Hz, 1H), 7.62 (dd, J=9.2, 2.4 Hz, 1H), 7.3...